From a dataset of the Open Reaction Database (ORD), a public repository of structured organic reaction records. describe an organic reaction: reactants, conditions, products, and yield The reactants are C1(=CC=CC=C1)N=C=O (Phenyl isocyanate), C(C)OC(COC=1C=C(C=C(C1)Cl)O)OCC (3-(2,2-Diethoxyethoxy)-5-chlorophenol), [N-]=C=O (isocyanate). Reagents/catalysts: C(C)N(CC)CC (triethylamine). Solvent: C1=CC=CC=C1 (benzene). Run at time 6 hour. The product is C1(=CC=CC=C1)NC(OC1=CC(=CC(=C1)Cl)OCC(OCC)OCC)=O (O-[3-(2,2-diethoxyethoxy)-5-chlorophenyl] N-phenylcarbamate). As a reaction SMILES: [CH2:1]([O:3][CH:4]([O:15][CH2:16][CH3:17])[CH2:5][O:6][C:7]1[CH:8]=[C:9]([OH:14])[CH:10]=[C:11]([Cl:13])[CH:12]=1)[CH3:2].[C:18]1([N:24]=[C:25]=[O:26])[CH:23]=[CH:22][CH:21]=[CH:20][CH:19]=1.[N-]=C=O>C1C=CC=CC=1.C(N(CC)CC)C>[C:18]1([NH:24][C:25](=[O:26])[O:14][C:9]2[CH:10]=[C:11]([Cl:13])[CH:12]=[C:7]([O:6][CH2:5][CH:4]([O:3][CH2:1][CH3:2])[O:15][CH2:16][CH3:17])[CH:8]=2)[CH:23]=[CH:22][CH:21]=[CH:20][CH:19]=1. Procedure: 3-(2,2-Diethoxyethoxy)-5-chlorophenol (0.05 mole) dissolved in benzene (10 ml) is charged into a glass reaction flask equipped with a mechanical stirrer. Phenyl isocyanate (0.06 mole) and triethylamine (3 drops) are then added, and the resulting mixture is stirred at room temperature for a period of about 6 hours. The mixture is then stripped of solvent and unreacted isocyanate to yield the desired product O-[3-(2,2-diethoxyethoxy)-5-chlorophenyl] N-phenylcarbamate as the residue. The reactants are FC(C=1C=C(C#N)C=CC1)(F)F (3-Trifluoromethylbenzonitrile), FC(C(=O)N=C(C(F)(F)F)C(F)(F)F)(F)F (2,2,2-trifluoro-N-{2,2,2-trifluoro-1-(trifluoromethyl) ethylidene}acetamide). The solvent is ClCCl (dichloromethane). Conditions: time 3 day. Yields the product FC(C=1OC(=NC(N1)(C(F)(F)F)C(F)(F)F)C1=CC(=CC=C1)C(F)(F)F)(F)F (2,4,4-Tris(trifluoromethyl)-6-{3-(trifluoromethyl)phenyl}-4H-1,3,5-oxadiazine). Isolated yield 62.8%. Reaction SMILES: [F:1][C:2]([F:12])([F:11])[C:3]1[CH:4]=[C:5]([CH:8]=[CH:9][CH:10]=1)[C:6]#[N:7].[F:13][C:14]([F:28])([F:27])[C:15]([N:17]=[C:18]([C:23]([F:26])([F:25])[F:24])[C:19]([F:22])([F:21])[F:20])=[O:16]>ClCCl>[F:13][C:14]([F:27])([F:28])[C:15]1[O:16][C:6]([C:5]2[CH:8]=[CH:9][CH:10]=[C:3]([C:2]([F:11])([F:12])[F:1])[CH:4]=2)=[N:7][C:18]([C:23]([F:25])([F:26])[F:24])([C:19]([F:20])([F:22])[F:21])[N:17]=1. Reported procedure: 3-Trifluoromethylbenzonitrile (5.8 g, 3.39 mmol) and 2,2,2-trifluoro-N-{2,2,2-trifluoro-1-(trifluoromethyl) ethylidene}acetamide (1.8 g, 6.90 mmol) were dissolved in dichloromethane (3 mL) and stirred in a sealed vial at room temperature for three days. The solvent and excess reagent were distilled off to give a colorless oil that was chromatographed on silica gel using 5 percent ethyl acetate/hexanes as eluent. The desired product was present as an oil (0.92 g, 63 percent yield) in the first el... The reactants are CS(=O)(=O)O[C@H]1COCC1 ((R)-tetrahydrofuran-3-yl methanesulfonate), FC1=C(C=C(C=C1)C1=C(C=C(C=C1C)O)C)CO (4′-fluoro-3′-(hydroxymethyl)-2,6-dimethylbiphenyl-4-ol), C([O-])([O-])=O.[Cs+].[Cs+] (cesium carbonate). Run in CN(C=O)C (N,N-dimethylformamide). Conditions: temperature 90 celsius, time 12 hour. The product is FC1=C(C=C(C=C1)C1=C(C=C(C=C1C)O[C@@H]1COCC1)C)CO ((S)-(4-fluoro-2′,6′-dimethyl-4′-((tetrahydrofuran-3-yl)oxy)biphenyl-3-yl)methanol). Yield: 105.4%. RXN SMILES: CS([O:5][C@@H:6]1[CH2:10][CH2:9][O:8][CH2:7]1)(=O)=O.[F:11][C:12]1[CH:17]=[CH:16][C:15]([C:18]2[C:23]([CH3:24])=[CH:22][C:21](O)=[CH:20][C:19]=2[CH3:26])=[CH:14][C:13]=1[CH2:27][OH:28].C(=O)([O-])[O-].[Cs+].[Cs+]>CN(C)C=O>[F:11][C:12]1[CH:17]=[CH:16][C:15]([C:18]2[C:19]([CH3:26])=[CH:20][C:21]([O:5][C@H:6]3[CH2:10][CH2:9][O:8][CH2:7]3)=[CH:22][C:23]=2[CH3:24])=[CH:14][C:13]=1[CH2:27][OH:28] |f:2.3.4|. Procedure details: The crude (R)-tetrahydrofuran-3-yl methanesulfonate 1b (83 mg, 0.50 mmol), 4′-fluoro-3′-(hydroxymethyl)-2,6-dimethylbiphenyl-4-ol 18c (110 mg, 0.45 mmol) and cesium carbonate (293 mg, 0.90 mmol) were dissolved in 2 mL of N,N-dimethylformamide. The reaction mixture was heated to 90° C. and stirred for 12 hours. The resulting mixture was concentrated under reduced pressure, mixed with 10 mL of water and extracted with ethyl acetate (10 mL×3). The combined organic extracts were washed with saturate... The reactants are [Cl-], O=[N+]([O-])c1ccc(-n2cnc3cnccc32)cc1, [NH4+], C1COCCO1, [Zn]. Product: ONc1ccc(-n2cnc3cnccc32)cc1. As a reaction SMILES: [Cl-:19].[N+:1](=[O:2])([O-:3])[c:4]1[cH:5][cH:6][c:7](-[n:10]2[cH:11][n:12][c:13]3[cH:14][n:15][cH:16][cH:17][c:18]23)[cH:8][cH:9]1.[NH4+:20].[O:21]1[CH2:22][CH2:23][O:24][CH2:25][CH2:26]1.[Zn:27]>>[NH:1]([OH:2])[c:4]1[cH:5][cH:6][c:7](-[n:10]2[cH:11][n:12][c:13]3[cH:14][n:15][cH:16][cH:17][c:18]23)[cH:8][cH:9]1.